The task is: describe an organic reaction: reactants, conditions, products, and yield. This data is from the Open Reaction Database (ORD), a public repository of structured organic reaction records. RXN SMILES: [CH3:1][NH:2][S:3]([C:6]1[S:10][C:9]([NH:11][C:12](=[O:16])[N:13]([CH3:15])[CH3:14])=[N:8][N:7]=1)(=[O:5])=[O:4].C(=O)(O[C:20]1[CH:25]=[CH:24]C=CC=1)N.Cl.C(NCC)C>>[CH3:15][N:13]([CH3:14])[C:12]([NH:11][C:9]1[S:10][C:6]([S:3](=[O:5])(=[O:4])[N:2]([CH3:1])[CH2:24][CH2:25][CH3:20])=[N:7][N:8]=1)=[O:16] |f:2.3|. Yields the product CN(C(=O)NC=1SC(=NN1)S(N(CCC)C)(=O)=O)C (1,1-Dimethyl-3-[5-(N-methyl-N-propylsulfamoyl)-1,3,4-thiadiazol-2-yl]urea). Procedure: 3-[5-(N-methylsulfamoyl)-1,3,4-thiadiazol-2-yl]-1,1-dimethylurea, from 4 g. of the carbamic acid, phenyl ester, above, and 3 g. of diethylamine hydrochloride. The product had a melting point of about 152°-153° C. and weighed 1.5 g. Starting materials: CNS(=O)(=O)C1=NN=C(S1)NC(N(C)C)=O (3-[5-(N-methylsulfamoyl)-1,3,4-thiadiazol-2-yl]-1,1-dimethylurea), C(N)(OC1=CC=CC=C1)=O (carbamic acid, phenyl ester), Cl.C(C)NCC (diethylamine hydrochloride). Starting materials: FC1=CC=C(C(=O)C=2C=CC=C3CC(NC23)=O)C=C1 (7-(4-fluorobenzoyl) indolin-2-one), [OH-].[Na+] (sodium hydroxide). The solvent is O (water). Product: NC1=C(C=CC=C1C(C1=CC=C(C=C1)F)=O)CC(=O)O (2-Amino-3-(4-fluorobenzoyl)phenylacetic Acid). RXN SMILES: [F:1][C:2]1[CH:19]=[CH:18][C:5]([C:6]([C:8]2[CH:9]=[CH:10][CH:11]=[C:12]3[C:16]=2[NH:15][C:14](=[O:17])[CH2:13]3)=[O:7])=[CH:4][CH:3]=1.[OH-:20].[Na+]>O>[NH2:15][C:16]1[C:8]([C:6](=[O:7])[C:5]2[CH:18]=[CH:19][C:2]([F:1])=[CH:3][CH:4]=2)=[CH:9][CH:10]=[CH:11][C:12]=1[CH2:13][C:14]([OH:20])=[O:17] |f:1.2|. Reported procedure: A mixture of 1.5 g. (0.006 mole) of 7-(4-fluorobenzoyl) indolin-2-one in 50 ml. of 3N sodium hydroxide was refluxed under nitrogen for 45 min. The solution was cooled, diluted with an equal volume of water, filtered, and the filtrate was extracted two times with 50 ml. of ether. The aqueous basic solution was treated dropwise with glacial acetic acid until a heavy yellow precipitate formed. The precipitate was filtered off, washed thoroughly with water and air-dried. The yield was 1.1 g. (68%); ...